From a dataset of the Open Reaction Database (ORD), a public repository of structured organic reaction records. describe an organic reaction: reactants, conditions, products, and yield Reactants: CNC (dimethylamine), C(C)SC1=CC2=C(N(C3=C(C=C2CC(=O)OC2=CC=C(C=C2)[N+](=O)[O-])C=CC=C3)C)C=C1 (2-ethylthio-5-methyl-11-(p-nitrophenoxycarbonyl)methyl [5H] dibenzo (b,f) azepine), ice, O (water). Solvent: C(Cl)(Cl)Cl (chloroform), C(Cl)(Cl)Cl (chloroform). Conditions: time 10 minute. The product is C(C)SC1=CC2=C(N(C3=C(C=C2CC(N(C)C)=O)C=CC=C3)C)C=C1 (2-ethylthio-5-methyl-11-dimethylcarbamoylmethyl [5H] dibenzo (b,f) azepine). Reaction SMILES: [CH2:1]([S:3][C:4]1[CH:32]=[CH:31][C:7]2[N:8]([CH3:30])[C:9]3[CH:29]=[CH:28][CH:27]=[CH:26][C:10]=3[CH:11]=[C:12]([CH2:13][C:14]([O:16]C3C=CC([N+]([O-])=O)=CC=3)=O)[C:6]=2[CH:5]=1)[CH3:2].[CH3:33][NH:34][CH3:35].O>C(Cl)(Cl)Cl>[CH2:1]([S:3][C:4]1[CH:32]=[CH:31][C:7]2[N:8]([CH3:30])[C:9]3[CH:29]=[CH:28][CH:27]=[CH:26][C:10]=3[CH:11]=[C:12]([CH2:13][C:14](=[O:16])[N:34]([CH3:35])[CH3:33])[C:6]=2[CH:5]=1)[CH3:2]. Procedure details: A mixture of 11.35 g of 2-ethylthio-5-methyl-11-(p-nitrophenoxycarbonyl)methyl [5H] dibenzo (b,f) azepine in 45 ml of chloroform was stirred until dissolution occured and a solution of 12 ml of dimethylamine in 45 ml of chloroform was added dropwise thereto in 10 minutes. The mixture was stirred for 1 hour at room temperature and then was poured into 250 ml of ice and water. The organic phase was recovered by decanting and was washed with water, dried over magnesium sulfate and distilled to dryn...